The task is: describe an organic reaction: reactants, conditions, products, and yield. This data is from the Open Reaction Database (ORD), a public repository of structured organic reaction records. Starting materials: COC=1C=C(N)C=CC1OC (3,4-dimethoxy-aniline), C(N)(=O)C(=S)CC(=S)O (carbamoyl-thiocarbonyl thioacetic acid). Solvent: C(C)O (ethanol), O (water). Run at time 2 hour. The product is C(N)(=O)C(=S)NC1=CC(=C(C=C1)OC)OC (N-(carbamoyl-thiocarbonyl-)-3,4-dimethoxyaniline). RXN SMILES: [C:1]([C:4](CC(O)=S)=[S:5])(=[O:3])[NH2:2].[CH3:10][O:11][C:12]1[CH:13]=[C:14]([CH:16]=[CH:17][C:18]=1[O:19][CH3:20])[NH2:15]>C(O)C.O>[C:1]([C:4]([NH:15][C:14]1[CH:16]=[CH:17][C:18]([O:19][CH3:20])=[C:12]([O:11][CH3:10])[CH:13]=1)=[S:5])(=[O:3])[NH2:2]. Procedure: The solution of carbamoyl-thiocarbonyl thioacetic acid prepared above was added to a solution of 3,4-dimethoxy-aniline (20 g) in ethanol (100 ml) and water (100 ml). The mixture was allowed to stand in a sealed vessel for 2 hr. The ethanol was evaporated under reduced pressure until crystallisation occurred. The product was collected by filtration, washed with cold ethanol, and dried to give N-(carbamoyl-thiocarbonyl-)-3,4-dimethoxyaniline (14.13 g); m.p. 149°-151° C. Reactants: CC(=C)C1CCC(=CC1)COC(=O)C (Perillyl acetate), [OH-].[Na+] (sodium hydroxide). Run at time 4 hour. The product is CC(=C)[C@H]1CCC(=CC1)CO (perillyl alcohol). Isolated yield 97.7%. Reaction SMILES: [CH3:1][C:2]([CH:4]1[CH2:9][CH:8]=[C:7]([CH2:10][O:11]C(C)=O)[CH2:6][CH2:5]1)=[CH2:3].[OH-].[Na+]>>[CH3:3][C:2]([C@@H:4]1[CH2:5][CH:6]=[C:7]([CH2:10][OH:11])[CH2:8][CH2:9]1)=[CH2:1] |f:1.2|. Procedure: Perillyl acetate (196 g.) derived from either of the examples mentioned and 30% aqueous sodium hydroxide (60 g.) were refluxed gently with stirring for 4 hours. The oil layer was separated and distilled under reduced pressure to give perillyl alcohol (150 g.) b.P. 80°/0.7 mm., αD20 + 102.5. Reactants: ClC=1C=C(CCNC(C(C(=O)NCCC2=CC(=C(C=C2)Cl)Cl)NC([C@H](CC2=CC=CC=C2)SCC2=CC=C(C=C2)OC)=O)=O)C=CC1Cl (N,N′-di-(3,4-dichlorophenethyl)-2-((S)-2-(p-methoxybenzylmercapto)-3-phenylpropionylamino)malonamide). The solvent is C(Cl)(Cl)(Cl)Cl (carbon tetrachloride). Product: ClC=1C=C(CCNC(C(C(=O)NCCC2=CC(=C(C=C2)Cl)Cl)NC(C(CC2=CC=CC=C2)S)=O)=O)C=CC1Cl (N,N′-di-(3,4-dichlorophenethyl)-2-(2-mercapto-3-phenylpropionylamino)malonamide). RXN SMILES: [Cl:1][C:2]1[CH:3]=[C:4]([CH:45]=[CH:46][C:47]=1[Cl:48])[CH2:5][CH2:6][NH:7][C:8](=[O:44])[CH:9]([NH:23][C:24](=[O:43])[C@@H:25]([S:33]CC1C=CC(OC)=CC=1)[CH2:26][C:27]1[CH:32]=[CH:31][CH:30]=[CH:29][CH:28]=1)[C:10]([NH:12][CH2:13][CH2:14][C:15]1[CH:20]=[CH:19][C:18]([Cl:21])=[C:17]([Cl:22])[CH:16]=1)=[O:11]>C(Cl)(Cl)(Cl)Cl>[Cl:1][C:2]1[CH:3]=[C:4]([CH:45]=[CH:46][C:47]=1[Cl:48])[CH2:5][CH2:6][NH:7][C:8](=[O:44])[CH:9]([NH:23][C:24](=[O:43])[CH:25]([SH:33])[CH2:26][C:27]1[CH:28]=[CH:29][CH:30]=[CH:31][CH:32]=1)[C:10]([NH:12][CH2:13][CH2:14][C:15]1[CH:20]=[CH:19][C:18]([Cl:21])=[C:17]([Cl:22])[CH:16]=1)=[O:11]. Procedure details: Prepare by the method of Example 15.2 using N,N′-di-(3,4-dichlorophenethyl)-2-((S)-2-(p-methoxybenzylmercapto)-3-phenylpropionylamino)malonamide (0.166 g, 0.222 mmol). Coevaporation with carbon tetrachloride gives the title compound. The reactants are C([O-])([O-])=O.[K+].[K+] (potassium carbonate), C(C)(=O)O (acetic acid), C(=O)O (formic acid), NCC1=CN2C(S1)=CN=C2 (2-aminomethylimidazo[5,1-b]thiazole). Solvent: ClCCl (dichloromethane), O (water). Conditions: time 1 hour. Product: C(=O)NCC1=CN2C(S1)=CN=C2 (2-(formylamino)methylimidazo[5,1-b]thiazole). As a reaction SMILES: [C:1]([OH:4])(=O)C.C(O)=O.[NH2:8][CH2:9][C:10]1[S:14][C:13]2=[CH:15][N:16]=[CH:17][N:12]2[CH:11]=1.C(=O)([O-])[O-].[K+].[K+]>O.ClCCl>[CH:1]([NH:8][CH2:9][C:10]1[S:14][C:13]2=[CH:15][N:16]=[CH:17][N:12]2[CH:11]=1)=[O:4] |f:3.4.5|. Procedure details: A mixed solution of 0.14 ml of acetic acid and 0.28 ml of formic acid which had been beforehand reacted with each other at 50° C. for 15 minutes was added to 3 ml of dry dichloromethane containing 154.6 mg of 2-aminomethylimidazo[5,1-b]thiazole at room temperature, and the mixture was then stirred at room temperature for 1 hour. Then, 2 ml of water was added to the reaction solution, and the solution was alkalified with anhydrous potassium carbonate under stirring. The solution was extracted wit... RXN SMILES: [F:1][C:2]1[CH:3]=[C:4]([CH:30]=[C:31]([F:33])[CH:32]=1)[CH2:5][NH:6][C:7]1[CH:12]=[C:11]([NH:13][C:14]2[CH:19]=[CH:18][C:17]([N:20]3[CH2:25][CH2:24][NH:23][CH2:22][CH2:21]3)=[CH:16][CH:15]=2)[N:10]=[CH:9][C:8]=1[CH2:26][C:27]([NH2:29])=[O:28].Br[CH2:35][CH2:36][C:37]#[N:38].C(=O)([O-])[O-].[K+].[K+]>CN(C)C=O>[C:37]([CH2:36][CH2:35][N:23]1[CH2:24][CH2:25][N:20]([C:17]2[CH:16]=[CH:15][C:14]([NH:13][C:11]3[N:10]=[CH:9][C:8]([CH2:26][C:27]([NH2:29])=[O:28])=[C:7]([NH:6][CH2:5][C:4]4[CH:3]=[C:2]([F:1])[CH:32]=[C:31]([F:33])[CH:30]=4)[CH:12]=3)=[CH:19][CH:18]=2)[CH2:21][CH2:22]1)#[N:38] |f:2.3.4|. Run at temperature 80 celsius, time 4 hour. Procedure: 60 mg of 4-[(3,5-difluorobenzyl)amino]-6-{[4-(piperazin-1-yl)phenyl]amino}pyridine-3-carboxyamide (the compound of Example 221) was dissolved in 0.6 mL of N,N-dimethylformamide, to which 45 mg of 3-bromopropionitrile and 57 mg of potassium carbonate were added, and stirred at 80° C. for 4 hours. After cooling, the solvent was evaporated, the residue was dissolved in chloroform, and the insoluble substances were filtered off. Chloroform was evaporated and the residue was purified by silica gel th... The solvent is CN(C=O)C (N,N-dimethylformamide). Yield: 77.6%. The product is C(#N)CCN1CCN(CC1)C1=CC=C(C=C1)NC1=CC(=C(C=N1)CC(=O)N)NCC1=CC(=CC(=C1)F)F (6-({4-[4-(2-cyanoethyl)piperazin-1-yl]phenyl}amino)-4-[(3,5-difluorobenzyl)amino]pyridine-3-carboxyamide). Starting materials: FC=1C=C(CNC2=C(C=NC(=C2)NC2=CC=C(C=C2)N2CCNCC2)CC(=O)N)C=C(C1)F (4-[(3,5-difluorobenzyl)amino]-6-{[4-(piperazin-1-yl)phenyl]amino}pyridine-3-carboxyamide), compound, BrCCC#N (3-bromopropionitrile), C([O-])([O-])=O.[K+].[K+] (potassium carbonate).